From a dataset of the Open Reaction Database (ORD), a public repository of structured organic reaction records. describe an organic reaction: reactants, conditions, products, and yield Starting materials: NC1=CC=C(OC2=CC=NC3=CC(=C(C=C23)C#N)O)C=C1 (4-(4-aminophenoxy)-7-hydroxyquinoline-6-carbonitrile), [H-].[Na+] (sodium hydride), C(C)(C)(C)OC(=O)N1CCC(CC1)CCBr (4-bromoethylpiperidine-1-carboxylic acid tert-butyl ester). Run in CN(C=O)C (dimethylformamide). Product: C(C)(C)(C)OC(=O)N1CCC(CC1)COC1=C(C=C2C(=CC=NC2=C1)OC1=CC=C(C=C1)N)C#N (4-(4-(4-Aminophenoxy)-6-cyanoquinolin-7-yloxymethyl)-piperidine-1-carboxylic acid tert-butyl ester). Reaction SMILES: [NH2:1][C:2]1[CH:21]=[CH:20][C:5]([O:6][C:7]2[C:16]3[C:11](=[CH:12][C:13]([OH:19])=[C:14]([C:17]#[N:18])[CH:15]=3)[N:10]=[CH:9][CH:8]=2)=[CH:4][CH:3]=1.[H-].[Na+].[C:24]([O:28][C:29]([N:31]1[CH2:36][CH2:35][CH:34]([CH2:37]CBr)[CH2:33][CH2:32]1)=[O:30])([CH3:27])([CH3:26])[CH3:25]>CN(C)C=O>[C:24]([O:28][C:29]([N:31]1[CH2:36][CH2:35][CH:34]([CH2:37][O:19][C:13]2[CH:12]=[C:11]3[C:16]([C:7]([O:6][C:5]4[CH:20]=[CH:21][C:2]([NH2:1])=[CH:3][CH:4]=4)=[CH:8][CH:9]=[N:10]3)=[CH:15][C:14]=2[C:17]#[N:18])[CH2:33][CH2:32]1)=[O:30])([CH3:27])([CH3:25])[CH3:26] |f:1.2|. Reported procedure: After treating 4-(4-aminophenoxy)-7-hydroxyquinoline-6-carbonitrile (0.32 g) with sodium hydride in dimethylformamide in the same manner as Production Example 713-2, it was reacted with 4-bromoethylpiperidine-1-carboxylic acid tert-butyl ester to obtain the title compound (225 mg) as a solid. Reactants: O=Cc1nc(Br)cn1C(c1ccccc1)(c1ccccc1)c1ccccc1, CCc1cccc(Br)c1, C1CCOC1, [Li]CCCC. Product: CCc1cccc(C(O)c2nc(Br)cn2C(c2ccccc2)(c2ccccc2)c2ccccc2)c1. As a reaction SMILES: [Br:15][c:16]1[n:17][c:18]([CH:40]=[O:41])[n:19]([C:21]([c:22]2[cH:23][cH:24][cH:25][cH:26][cH:27]2)([c:28]2[cH:29][cH:30][cH:31][cH:32][cH:33]2)[c:34]2[cH:35][cH:36][cH:37][cH:38][cH:39]2)[cH:20]1.[Br:1][c:2]1[cH:3][c:4]([CH2:8][CH3:9])[cH:5][cH:6][cH:7]1.[CH2:42]1[O:43][CH2:44][CH2:45][CH2:46]1.[CH3:10][CH2:11][CH2:12][CH2:13][Li:14]>>[c:2]1([CH:40]([c:18]2[n:17][c:16]([Br:15])[cH:20][n:19]2[C:21]([c:22]2[cH:23][cH:24][cH:25][cH:26][cH:27]2)([c:28]2[cH:29][cH:30][cH:31][cH:32][cH:33]2)[c:34]2[cH:35][cH:36][cH:37][cH:38][cH:39]2)[OH:41])[cH:3][c:4]([CH2:8][CH3:9])[cH:5][cH:6][cH:7]1. Solvent: C(Cl)Cl (CH2Cl2). As a reaction SMILES: C(OC(=O)[NH:7][C:8]1[CH:13]=[C:12]([N:14]([CH3:18])[CH2:15][CH2:16][CH3:17])C(C(F)(F)F)=[CH:10][C:9]=1[NH:23][C:24](=[O:40])[CH2:25][C:26](=O)[C:27]1[CH:32]=[CH:31][CH:30]=[C:29]([C:33]2[CH:38]=[N:37][CH:36]=[CH:35][N:34]=2)[CH:28]=1)(C)(C)C.[C:42](O)([C:44]([F:47])([F:46])[F:45])=O>C(Cl)Cl>[CH3:18][N:14]([CH2:15][CH2:16][CH3:17])[C:12]1[C:42]([C:44]([F:47])([F:46])[F:45])=[CH:10][C:9]2[NH:23][C:24](=[O:40])[CH2:25][C:26]([C:27]3[CH:32]=[CH:31][CH:30]=[C:29]([C:33]4[CH:38]=[N:37][CH:36]=[CH:35][N:34]=4)[CH:28]=3)=[N:7][C:8]=2[CH:13]=1. Yields the product CN(C1=CC2=C(NC(CC(=N2)C2=CC(=CC=C2)C2=NC=CN=C2)=O)C=C1C(F)(F)F)CCC (7-(Methyl-propyl-amino)-4-(3-pyrazin-2-yl-phenyl)-8-trifluoromethyl-1,3-dihydro-benzo[b][1,4]diazepin-2-one), solid. Procedure details: The title compound was prepared from {5-(methyl-propyl-amino)-2-[3-oxo-3-(3-pyrazin-2-yl-phenyl)-propionylamino]-4-trifluoromethyl-phenyl}-carbamic acid tert-butyl ester (Example M93) (0.34 g, 0.59 mmol) by treatment with TFA in CH2Cl2 according to the general procedure N. Obtained as a light brown solid (176 mg, 65%). Yield: 65.0%. Reactants: C(C)(C)(C)OC(NC1=C(C=C(C(=C1)N(CCC)C)C(F)(F)F)NC(CC(C1=CC(=CC=C1)C1=NC=CN=C1)=O)=O)=O ({5-(methyl-propyl-amino)-2-[3-oxo-3-(3-pyrazin-2-yl-phenyl)-propionylamino]-4-trifluoromethyl-phenyl}-carbamic acid tert-butyl ester), C(=O)(C(F)(F)F)O (TFA). Starting materials: [H][H] (Hydrogen), BrC1=C(C(=O)OC)C=CC=C1[N+](=O)[O-] (methyl 2-bromo-3-nitrobenzoate). Reagents/catalysts: [Pt] (sulfided platinum on carbon). The solvent is C(C)(=O)OCC (ethyl acetate). The product is BrC1=C(C(=O)OC)C=CC=C1N (methyl 2-bromo-3-aminobenzoate). The yield is 98.9%. Reaction SMILES: [H][H].[Br:3][C:4]1[C:13]([N+:14]([O-])=O)=[CH:12][CH:11]=[CH:10][C:5]=1[C:6]([O:8][CH3:9])=[O:7]>C(OCC)(=O)C.[Pt]>[Br:3][C:4]1[C:13]([NH2:14])=[CH:12][CH:11]=[CH:10][C:5]=1[C:6]([O:8][CH3:9])=[O:7]. Reported procedure: Hydrogen gas was passed through a solution of methyl 2-bromo-3-nitrobenzoate (0.20 g, 0.77 mM) and 0.1 g of 3% sulfided platinum on carbon in 25 mL ethyl acetate for 24 hours at room temperature. The catalyst was removed by filtration through celite. Concentration of the filtrate afforded 0.175 g (99%) of methyl 2-bromo-3-aminobenzoate as a yellow oil. 1H NMR (CDCl3) δ7.15 (t, 1H, J=8 Hz), 7.1 (dd, 1H, J=1 and 8 Hz), 6.8 (dd, 1H, J=1 and 8 Hz), and 3.95 (s, 3H). IR (CHCl3, cm−1) 3550, 3380, 2980...